Task: describe an organic reaction: reactants, conditions, products, and yield. Dataset: the Open Reaction Database (ORD), a public repository of structured organic reaction records Starting materials: ClC1=CC=C(C=C1)[C@@H]1N=C(N([C@@H]1C1=CC=C(C=C1)Cl)C(=O)N1CCN(CC1)CCS(=O)(=O)C)C1=C(C=C(C=C1)C(C(=O)N(CC)CC)(C)C)OCC (cis-2-(4-{4,5-bis-(4-chloro-phenyl)-1-[4-(2-methanesulfonyl-ethyl)-piperazine-1-carbonyl]-4,5-dihydro-1H-imidazol-2-yl}-3-ethoxy-phenyl)-N,N-diethyl-isobutyramide), N1(CCOCC1)C(CN1CCNCC1)=O (1-morpholin-4-yl-2-piperazin-1-yl-ethanone). The product is ClC1=CC=C(C=C1)[C@@H]1N=C(N([C@@H]1C1=CC=C(C=C1)Cl)C(=O)N1CCN(CC1)CC(=O)N1CCOCC1)C1=C(C=C(C=C1)C(C(=O)N(CC)CC)(C)C)OCC (cis-2-(4-{4,5-bis-(4-chloro-phenyl)-1-[4-(2-morpholin-4-yl-2-oxo-ethyl)-piperazine-1-carbonyl]-4,5-dihydro-1H-imidazol-2-yl}-3-ethoxy-phenyl)-N,N-diethyl-isobutyramide). Isolated yield 84.6%. Reaction SMILES: [Cl:1][C:2]1[CH:7]=[CH:6][C:5]([C@H:8]2[C@@H:12]([C:13]3[CH:18]=[CH:17][C:16]([Cl:19])=[CH:15][CH:14]=3)[N:11]([C:20](N3CCN(CCS(C)(=O)=O)CC3)=[O:21])[C:10]([C:34]3[CH:39]=[CH:38][C:37]([C:40]([CH3:49])([CH3:48])[C:41]([N:43]([CH2:46][CH3:47])[CH2:44][CH3:45])=[O:42])=[CH:36][C:35]=3[O:50][CH2:51][CH3:52])=[N:9]2)=[CH:4][CH:3]=1.[N:53]1([C:59](=[O:67])[CH2:60][N:61]2[CH2:66][CH2:65][NH:64][CH2:63][CH2:62]2)[CH2:58][CH2:57][O:56][CH2:55][CH2:54]1>>[Cl:1][C:2]1[CH:7]=[CH:6][C:5]([C@H:8]2[C@@H:12]([C:13]3[CH:14]=[CH:15][C:16]([Cl:19])=[CH:17][CH:18]=3)[N:11]([C:20]([N:64]3[CH2:63][CH2:62][N:61]([CH2:60][C:59]([N:53]4[CH2:54][CH2:55][O:56][CH2:57][CH2:58]4)=[O:67])[CH2:66][CH2:65]3)=[O:21])[C:10]([C:34]3[CH:39]=[CH:38][C:37]([C:40]([CH3:49])([CH3:48])[C:41]([N:43]([CH2:46][CH3:47])[CH2:44][CH3:45])=[O:42])=[CH:36][C:35]=3[O:50][CH2:51][CH3:52])=[N:9]2)=[CH:4][CH:3]=1. Reported procedure: 4,5-Bis-(4-chloro-phenyl)-2-[4-(1-diethylcarbamoyl-1-methyl-ethyl)-2-ethoxy-phenyl]-4,5-dihydro-imidazole-1-carbonyl chloride (27 mg, 0.0439 mmol, example 157) was reacted with 1-morpholin-4-yl-2-piperazin-1-yl-ethanone (14 mg, 0.0659 mmol, Oakwood Products) using the procedure described in example 25 to give cis-2-(4-{4,5-bis-(4-chloro-phenyl)-1-[4-(2-morpholin-4-yl-2-oxo-ethyl)-piperazine-1-carbonyl]-4,5-dihydro-1H-imidazol-2-yl}-3-ethoxy-phenyl)-N,N-diethyl-isobutyramide (29.4 mg, 85% yield) ...